From a dataset of the Open Reaction Database (ORD), a public repository of structured organic reaction records. describe an organic reaction: reactants, conditions, products, and yield The reactants are O=C(CBr)c1ccccc1, Cc1c(N)cccc1Br, O=C([O-])O, CC#N, [Na+]. Yields the product Cc1c(Br)cccc1NCC(=O)c1ccccc1. As a reaction SMILES: [Br:15][CH2:16][C:17](=[O:18])[c:19]1[cH:20][cH:21][cH:22][cH:23][cH:24]1.[Br:1][c:2]1[c:3]([CH3:9])[c:4]([NH2:5])[cH:6][cH:7][cH:8]1.[C:10](=[O:11])([OH:12])[O-:13].[CH3:25][C:26]#[N:27].[Na+:14]>>[Br:1][c:2]1[c:3]([CH3:9])[c:4]([NH:5][CH2:16][C:17](=[O:18])[c:19]2[cH:20][cH:21][cH:22][cH:23][cH:24]2)[cH:6][cH:7][cH:8]1. Reactants: C(C)OC(=O)N1CCN(CCC1)C1=NC2=C(N1CCOCC)C=CC=C2 (1-ethoxycarbonyl-4-(1-(2-ethoxyethyl)-1H-benzimidazol-2-yl)[1,4]diazepane), O.NN (hydrazine hydrate), [OH-].[K+] (potassium hydroxide). Run in C(CO)O (ethylene glycol), O (water). Run at time 5 hour. Product: C(C)OCCN1C(=NC2=C1C=CC=C2)N2CCNCCC2 (4-(1-(2-Ethoxyethyl)-1H-benzimidazol-2-yl)[1,4]diazepane). Reaction SMILES: C(OC([N:6]1[CH2:12][CH2:11][CH2:10][N:9]([C:13]2[N:17]([CH2:18][CH2:19][O:20][CH2:21][CH3:22])[C:16]3[CH:23]=[CH:24][CH:25]=[CH:26][C:15]=3[N:14]=2)[CH2:8][CH2:7]1)=O)C.O.NN.[OH-].[K+]>C(O)CO.O>[CH2:21]([O:20][CH2:19][CH2:18][N:17]1[C:16]2[CH:23]=[CH:24][CH:25]=[CH:26][C:15]=2[N:14]=[C:13]1[N:9]1[CH2:10][CH2:11][CH2:12][NH:6][CH2:7][CH2:8]1)[CH3:22] |f:1.2,3.4|. Procedure details: Combine 1-ethoxycarbonyl-4-(1-(2-ethoxyethyl)-1H-benzimidazol-2-yl)[1,4]diazepane (17.2 g, 47.6 mmol), hydrazine hydrate (40 mL), and potassium hydroxide (40.7 g, 725 mmol) in ethylene glycol (150 mL). Heat to reflux. After 5 hours, cool the reaction mixture and dilute with water (500 mL). Extract three times with dichloromethane. Combine the dichloromethane layers and extract with a saturated aqueous sodium bicarbonate solution and then brine. Dry the organic layer over MgSO4, filter, and evapo... The reactants are FC1=CC=C(C=C1)C1=NOC(=C1C)C(=O)OCC (Ethyl 3-(4-fluorophenyl)-4-methylisoxazole-5-carboxylate), C1CC(=O)N(C1=O)Br (NBS). Reagents/catalysts: C(C1=CC=CC=C1)(=O)OOC(C1=CC=CC=C1)=O (benzoyl peroxide). Solvent: C(Cl)(Cl)(Cl)Cl (carbon tetrachloride). Product: BrCC=1C(=NOC1C(=O)OCC)C1=CC=C(C=C1)F (Ethyl 4-(bromomethyl)-3-(4-fluorophenyl)isoxazole-5-carboxylate). The yield is 109.5%. As a reaction SMILES: [F:1][C:2]1[CH:7]=[CH:6][C:5]([C:8]2[C:12]([CH3:13])=[C:11]([C:14]([O:16][CH2:17][CH3:18])=[O:15])[O:10][N:9]=2)=[CH:4][CH:3]=1.C1C(=O)N([Br:26])C(=O)C1>C(OOC(=O)C1C=CC=CC=1)(=O)C1C=CC=CC=1.C(Cl)(Cl)(Cl)Cl>[Br:26][CH2:13][C:12]1[C:8]([C:5]2[CH:4]=[CH:3][C:2]([F:1])=[CH:7][CH:6]=2)=[N:9][O:10][C:11]=1[C:14]([O:16][CH2:17][CH3:18])=[O:15]. Reported procedure: Ethyl 3-(4-fluorophenyl)-4-methylisoxazole-5-carboxylate (8.6 g, 34.5 mmol), NBS (6.8 g, 38.0 mmol), and benzoyl peroxide (0.84 g, 3.45 mmol) were added to 200 mL of carbon tetrachloride and the mixture was refluxed for 16 h. The reaction mixture was filtered and the filtrate was removed in vacuo to give 12.4 g of the title compound. 1H NMR (CDCl3, 200 MHz): δ=9.21 (s, 1H), 7.75-7.85 (m, 2H), 7.22-7.32 (m, 2H), 4.66 (s, 2H), 4.54 (q, 2H, J=7.0 Hz), 1.41 (t, 3H, J=7.0 Hz).